This data is from the Open Reaction Database (ORD), a public repository of structured organic reaction records. The task is: describe an organic reaction: reactants, conditions, products, and yield RXN SMILES: [CH2:1]([CH3:2])[NH:3][C:4](=[O:5])[NH:6][c:7]1[n:8][n:9]2[c:10]([cH:11][c:12](-[c:17]3[cH:18][n:19][cH:20][cH:21][cH:22]3)[cH:13][c:14]2[CH2:15][OH:16])[n:23]1.[CH2:24]1[O:25][CH2:26][CH2:27][CH2:28]1.[O:29]=[Mn:30]=[O:31]>>[CH2:1]([CH3:2])[NH:3][C:4](=[O:5])[NH:6][c:7]1[n:8][n:9]2[c:10]([cH:11][c:12](-[c:17]3[cH:18][n:19][cH:20][cH:21][cH:22]3)[cH:13][c:14]2[CH:15]=[O:16])[n:23]1. The product is CCNC(=O)Nc1nc2cc(-c3cccnc3)cc(C=O)n2n1. Reactants: CCNC(=O)Nc1nc2cc(-c3cccnc3)cc(CO)n2n1, C1CCOC1, O=[Mn]=O.